This data is from the Open Reaction Database (ORD), a public repository of structured organic reaction records. The task is: describe an organic reaction: reactants, conditions, products, and yield Starting materials: [NH4+].[Cl-] (NH4Cl), C[Mg]Br (methyl magnesium bromide), C(C)(=O)C=1SC(=CC1)Cl (2-acetyl-5-chlorothiophene). Run in CCOCC (ether), CCOCC (ether). Reaction conditions: temperature 25 celsius, time 1 hour. Product: ClC=1SC(=CC1)C(=C)C (2-chloro-5-(1-methylethenyl)thiophene). As a reaction SMILES: [CH3:1][Mg]Br.[C:4]([C:7]1[S:8][C:9]([Cl:12])=[CH:10][CH:11]=1)(=O)[CH3:5].[NH4+].[Cl-]>CCOCC>[Cl:12][C:9]1[S:8][C:7]([C:4]([CH3:1])=[CH2:5])=[CH:11][CH:10]=1 |f:2.3|. Procedure: A solution of 80 mL of 3M methyl magnesium bromide in ether was added to a solution of 32 g of 2-acetyl-5-chlorothiophene in 400 mL of ether at 0° to 10° C. After being stirred for 1 hour at 25° C., the reaction mixture was poured onto saturated aq NH4Cl, washed with brine, dried (MgSO4), and concentrated. The crude carbinol was dissolved in 400 mL of 1-chlorobutane, 0.5 g of potassium hydrogen sulfate was added, and the mixture was heated at reflux with a water separator until the distillate wa...